Dataset: the Open Reaction Database (ORD), a public repository of structured organic reaction records. Task: describe an organic reaction: reactants, conditions, products, and yield Starting materials: O (water), C\C=C/C (Cis-but-2-ene), 4-diol, C1(CCCCC1)=O (cyclohexanone). Reagents/catalysts: catalyst. The solvent is C1=CC=CC=C1 (benzene). Product: C1CCCCC12OCC=CCO2 (7,12-dioxaspiro[5,6]dodec-9-ene), formula III. Yield: 92.0%. RXN SMILES: [CH3:1]/[CH:2]=[CH:3]\[CH3:4].[C:5]1(=[O:11])[CH2:10][CH2:9][CH2:8][CH2:7][CH2:6]1.[OH2:12]>C1C=CC=CC=1>[CH2:10]1[C:5]2([O:12][CH2:4][CH:3]=[CH:2][CH2:1][O:11]2)[CH2:6][CH2:7][CH2:8][CH2:9]1. Reported procedure: Cis-but-2-ene, 4-diol (50 g), cyclohexanone (50 g) and SNCA catalyst (2.5 g) were refluxed in benzene (75 ml) using a Deanstark water separator. The catalyst was filtered, the solvent evaporated and the residue distilled at 80°-85° C./4 torr to give 7,12-dioxaspiro[5,6]dodec-9-ene of formula III (92%) of the drawings. The reactants are CC(C)(C)OC(=O)COc1ccc(Cl)cc1C#N, CO, [H][H], [NH4+], [OH-]. Yields the product CC(C)(C)OC(=O)COc1ccc(Cl)cc1CN. As a reaction SMILES: [C:1]([CH3:2])([CH3:3])([CH3:4])[O:5][C:6]([CH2:7][O:8][c:9]1[c:10]([C:16]#[N:17])[cH:11][c:12]([Cl:15])[cH:13][cH:14]1)=[O:18].[CH3:23][OH:24].[H:21][H:22].[NH4+:19].[OH-:20]>>[C:1]([CH3:2])([CH3:3])([CH3:4])[O:5][C:6]([CH2:7][O:8][c:9]1[c:10]([CH2:16][NH2:17])[cH:11][c:12]([Cl:15])[cH:13][cH:14]1)=[O:18]. Procedure details: To a cold (0° C.) solution of (S)-2-amino-1-butanol (2.0 g, 22.5 mmol) in acetone/H2O 1:1 (50 mL), Na2CO3 (8.7 g, 81.9 mmol) and BnOCOCl (5.8 g, 33.8 mmol) were added. After stirring at 0° C. for 1 h, the solid was filtered off and washed with acetone (2×30 mL). The filtrates were concentrated in vacuo and the residue was purified by column chromatography on silica (100% CH2Cl2 to CH2Cl2/MeOH 20:1) to obtain alcohol 7 as a white solid (2.14 g, 43% yield). The product is C(C1=CC=CC=C1)OC(=O)N[C@H](CO)CC ((S)-2-(N-Benzyloxycarbonylamino)-1-butanol). The reactants are N[C@H](CO)CC ((S)-2-amino-1-butanol), C(=O)([O-])[O-].[Na+].[Na+] (Na2CO3), C(C1=CC=CC=C1)OC(=O)Cl (BnOCOCl). The solvent is CC(=O)C.O (acetone H2O). As a reaction SMILES: [NH2:1][C@@H:2]([CH2:5][CH3:6])[CH2:3][OH:4].C([O-])([O-])=O.[Na+].[Na+].[CH2:13]([O:20][C:21](Cl)=[O:22])[C:14]1[CH:19]=[CH:18][CH:17]=[CH:16][CH:15]=1>CC(C)=O.O>[CH2:13]([O:20][C:21]([NH:1][C@@H:2]([CH2:5][CH3:6])[CH2:3][OH:4])=[O:22])[C:14]1[CH:19]=[CH:18][CH:17]=[CH:16][CH:15]=1 |f:1.2.3,5.6|. Reaction conditions: temperature 0 celsius, time 1 hour. Isolated yield 42.6%. The reactants are [Cl-].[NH4+] (ammonium chloride), BrC1=CC(=NC=C1)C1=CC=C(C=C1)C (4-bromo-2-(4-methylphenyl)pyridine), CN(C=O)C (dimethylformamide), C(CCC)[Li] (n-butyl lithium). Solvent: O1CCCC1 (tetrahydrofuran). Run at temperature -70 celsius, time 15 minute. The product is C(=O)C1=CC(=NC=C1)C1=CC=C(C=C1)C (4-formyl-2-(4-methylphenyl)pyridine). As a reaction SMILES: Br[C:2]1[CH:7]=[CH:6][N:5]=[C:4]([C:8]2[CH:13]=[CH:12][C:11]([CH3:14])=[CH:10][CH:9]=2)[CH:3]=1.C([Li])CCC.CN(C)[CH:22]=[O:23].[Cl-].[NH4+]>O1CCCC1>[CH:22]([C:2]1[CH:7]=[CH:6][N:5]=[C:4]([C:8]2[CH:13]=[CH:12][C:11]([CH3:14])=[CH:10][CH:9]=2)[CH:3]=1)=[O:23] |f:3.4|. Procedure details: A solution of 4-bromo-2-(4-methylphenyl)pyridine (3.2 g) in 30 ml of tetrahydrofuran was cooled to -70° C., and 1.6M n-butyl lithium (8.1 ml) was added. The solution was stirred for 15 minutes at -70° C., and then dimethylformamide (1.3 ml) added. The mixture was allowed to warm slowly to room temperature over a period of 2 hours, and aqueous saturated ammonium chloride solution added. The mixture was partitioned between methylene chloride and water, the organic layer separated and dried over so... The reactants are OC1=C(C=CC(=C1CCC)O)C(C)=O (1-(2,4-dihydroxy-3-propyl-phenyl)-ethanone), OCC1=CC=C(C=C1)C(C=1C=C(C#N)C=CC1)OC1OCCCC1 (3-[(4-hydroxymethyl-phenyl)-(tetrahydro-pyran-2-yloxy)-methyl]-benzonitrile), C(CCC)P(CCCC)CCCC (tributylphosphine), N(=NC(=O)N1CCCCC1)C(=O)N1CCCCC1 (1,1′-(azodicarbonyl)dipiperidine). Run in ClCCl (dichloromethane), C1(=CC=CC=C1)C (toluene). Run at time 8 hour. The product is C(C)(=O)C1=C(C(=C(OCC2=CC=C(C=C2)C(C=2C=C(C#N)C=CC2)OC2OCCCC2)C=C1)CCC)O (3-[[4-(4-acetyl-3-hydroxy-2-propyl-phenoxymethyl)-phenyl]-(tetrahydro-pyran-2-yloxy)-methyl]-benzonitrile). Isolated yield 66.7%. Reaction SMILES: [OH:1][C:2]1[C:7]([CH2:8][CH2:9][CH3:10])=[C:6]([OH:11])[CH:5]=[CH:4][C:3]=1[C:12](=[O:14])[CH3:13].O[CH2:16][C:17]1[CH:22]=[CH:21][C:20]([CH:23]([O:32][CH:33]2[CH2:38][CH2:37][CH2:36][CH2:35][O:34]2)[C:24]2[CH:25]=[C:26]([CH:29]=[CH:30][CH:31]=2)[C:27]#[N:28])=[CH:19][CH:18]=1.N(C(N1CCCCC1)=O)=NC(N1CCCCC1)=O.C(P(CCCC)CCCC)CCC>ClCCl.C1(C)C=CC=CC=1>[C:12]([C:3]1[CH:4]=[CH:5][C:6]([O:11][CH2:16][C:17]2[CH:18]=[CH:19][C:20]([CH:23]([O:32][CH:33]3[CH2:38][CH2:37][CH2:36][CH2:35][O:34]3)[C:24]3[CH:25]=[C:26]([CH:29]=[CH:30][CH:31]=3)[C:27]#[N:28])=[CH:21][CH:22]=2)=[C:7]([CH2:8][CH2:9][CH3:10])[C:2]=1[OH:1])(=[O:14])[CH3:13]. Reported procedure: Stir a solution of 1-(2,4-dihydroxy-3-propyl-phenyl)-ethanone (1.75 g, 9 mmol), 3-[(4-hydroxymethyl-phenyl)-(tetrahydro-pyran-2-yloxy)-methyl]-benzonitrile (2.9 g, 9 mmol), toluene (10 mL), and dichloromethane (10 mL) at −20° C. Add 1,1′-(azodicarbonyl)dipiperidine (4.5 g, 18 mmol) followed by tributylphosphine (4.5 mL, 18 mmol) and allow the resulting yellow solution to stir at room temperature overnight. Concentrate the resulting thick reaction mixture and dilute with ether (50 mL). Cool the s... The reactants are ClC=1C(=C(C=NC1C)CO)OC ((5-chloro-4-methoxy-6-methylpyridin-3-yl)methanol), S(=O)(Cl)Cl (thionyl chloride). Solvent: C(Cl)(Cl)Cl (chloroform). Run at time 3 hour. Yields the product ClC=1C(=NC=C(C1OC)CCl)C (3-Chloro-5-(chloromethyl)-4-methoxy-2-methylpyridine). As a reaction SMILES: [Cl:1][C:2]1[C:3]([O:11][CH3:12])=[C:4]([CH2:9]O)[CH:5]=[N:6][C:7]=1[CH3:8].S(Cl)([Cl:15])=O>C(Cl)(Cl)Cl>[Cl:1][C:2]1[C:7]([CH3:8])=[N:6][CH:5]=[C:4]([CH2:9][Cl:15])[C:3]=1[O:11][CH3:12]. Reported procedure: The above (5-chloro-4-methoxy-6-methylpyridin-3-yl)methanol (520 mg) was dissolved in 20 ml of chloroform, and thionyl chloride (0.38 ml) was then added to the solution under cooling on ice. The resulting mixture was stirred at the same temperature as above for 3 hours. Thereafter, the reaction solution was concentrated, and ethyl acetate was then added to the concentrate. The resulting mixture was washed with saturated sodium bicarbonate solution, water, and saturated saline in this order. The ... Reactants: C12CN(CC(O1)C2)C2=CC(=C1N=CC=NC1=C2)OC2CCC(CC2)N2C(C1=CC=CC=C1C2=O)=O (2-[4-[7-(6-oxa-3-azabicyclo[3.1.1]heptan-3-yl)quinoxalin-5-yl]oxycyclohexyl]isoindoline-1,3-dione), O.NN (hydrazine monohydrate). The solvent is CCO (EtOH). Yields the product C12CN(CC(O1)C2)C2=CC(=C1N=CC=NC1=C2)OC2CCC(CC2)N (4-[7-(6-oxa-3-azabicyclo[3.1.1]heptan-3-yl)quinoxalin-5-yl]oxycyclohexanamine). Yield: 77.8%. As a reaction SMILES: [CH:1]12[CH2:7][CH:5]([O:6]1)[CH2:4][N:3]([C:8]1[CH:17]=[C:16]3[C:11]([N:12]=[CH:13][CH:14]=[N:15]3)=[C:10]([O:18][CH:19]3[CH2:24][CH2:23][CH:22]([N:25]4C(=O)C5C(=CC=CC=5)C4=O)[CH2:21][CH2:20]3)[CH:9]=1)[CH2:2]2.O.NN>CCO>[CH:5]12[CH2:7][CH:1]([O:6]1)[CH2:2][N:3]([C:8]1[CH:17]=[C:16]3[C:11]([N:12]=[CH:13][CH:14]=[N:15]3)=[C:10]([O:18][CH:19]3[CH2:20][CH2:21][CH:22]([NH2:25])[CH2:23][CH2:24]3)[CH:9]=1)[CH2:4]2 |f:1.2|. Procedure details: To a solution of 2-[4-[7-(6-oxa-3-azabicyclo[3.1.1]heptan-3-yl)quinoxalin-5-yl]oxycyclohexyl]isoindoline-1,3-dione (800 mg, 1.700 mmol) in EtOH (10 mL) was added hydrazine monohydrate (85.10 mg, 83.35 μL, 1.700 mmol) and the reaction was stirred at reflux overnight, then concentrated, diluted with DCM, and filtered. The filtrate was concentrated, and purified on a 40 g silica gel cartridge with 0-50% (20% NH3/MeOH) to yield 4-[7-(6-oxa-3-azabicyclo[3.1.1]heptan-3-yl)quinoxalin-5-yl]oxycyclohexan... The reactants are BrC1=C(C=CC2=CC=C(C=C12)S(=O)(=O)C)NC(OC(C)(C)C)=O (tert-butyl 1-bromo-7-(methylsulfonyl)-2-naphthylcarbamate), [H-].[Na+] (NaH), ClC=CCCl (1,3-dichloropropene). Solvent: [Na+].[Cl-] (NaCl), CN(C)C=O (DMF). Reaction conditions: time 6 hour. Yields the product BrC1=C(C=CC2=CC=C(C=C12)S(=O)(=O)C)N(C(OC(C)(C)C)=O)CC=CCl (tert-butyl 1-bromo-7-(methylsulfonyl)-2-naphthyl(3-chloro-2-propen-1-yl)carbamate). Isolated yield 96.8%. RXN SMILES: [Br:1][C:2]1[C:11]2[C:6](=[CH:7][CH:8]=[C:9]([S:12]([CH3:15])(=[O:14])=[O:13])[CH:10]=2)[CH:5]=[CH:4][C:3]=1[NH:16][C:17](=[O:23])[O:18][C:19]([CH3:22])([CH3:21])[CH3:20].[H-].[Na+].[Cl:26][CH:27]=[CH:28][CH2:29]Cl>CN(C=O)C.[Na+].[Cl-]>[Br:1][C:2]1[C:11]2[C:6](=[CH:7][CH:8]=[C:9]([S:12]([CH3:15])(=[O:14])=[O:13])[CH:10]=2)[CH:5]=[CH:4][C:3]=1[N:16]([CH2:29][CH:28]=[CH:27][Cl:26])[C:17](=[O:23])[O:18][C:19]([CH3:20])([CH3:22])[CH3:21] |f:1.2,5.6|. Procedure: A stirred solution of 203 (2.29 g, 5.72 mmol) in dry DMF (20 mL) was treated portionwise at 0° C. with NaH (275 mg, 60% in oil, 6.88 mmol). The mixture was warmed to room temperature for 30 min, then cooled to 0° C. and treated with 1,3-dichloropropene (1.66 mL, 18 mmol, mixed isomers). The mixture was stirred at room temperature for a further 6 h, then diluted with 10% aqueous NaCl and extracted with EtOAc (×2). The combined organic layers were washed with water (×2), dried, and concentrated to...